Dataset: the Open Reaction Database (ORD), a public repository of structured organic reaction records. Task: describe an organic reaction: reactants, conditions, products, and yield Reactants: [N+](=O)([O-])C=1C=C(C=CC1)C(C)NC1=NC(=CC(=N1)N1C=NC2=C1C=CC=C2)Cl (2-[1-(3-nitrophenyl)ethylamino]-4-[benzimidazol-1-yl]-6-chloropyrimidine), O1C=C(C=C1)B(O)O (furan-3-boronic acid), CC#N.C(=O)(C(F)(F)F)O (CH3CN TFA). Reagents/catalysts: [1,1′-bis(diphenylphosphino)ferrocene]-dichloropalladium(H). Yields the product [N+](=O)([O-])C=1C=C(C=CC1)C(C)NC1=NC(=CC(=N1)N1C=NC2=C1C=CC=C2)C2=COC=C2 (2-[1-(3-Nitrophenyl)ethylamino]-4-[benzimidazol-1-yl]-6-(furan-3-yl)pyrimidine). RXN SMILES: [N+:1]([C:4]1[CH:5]=[C:6]([CH:10]([NH:12][C:13]2[N:18]=[C:17]([N:19]3[C:23]4[CH:24]=[CH:25][CH:26]=[CH:27][C:22]=4[N:21]=[CH:20]3)[CH:16]=[C:15](Cl)[N:14]=2)[CH3:11])[CH:7]=[CH:8][CH:9]=1)([O-:3])=[O:2].[O:29]1[CH:33]=[CH:32][C:31](B(O)O)=[CH:30]1.CC#N.C(O)(C(F)(F)F)=O>>[N+:1]([C:4]1[CH:5]=[C:6]([CH:10]([NH:12][C:13]2[N:18]=[C:17]([N:19]3[C:23]4[CH:24]=[CH:25][CH:26]=[CH:27][C:22]=4[N:21]=[CH:20]3)[CH:16]=[C:15]([C:31]3[CH:32]=[CH:33][O:29][CH:30]=3)[N:14]=2)[CH3:11])[CH:7]=[CH:8][CH:9]=1)([O-:3])=[O:2] |f:2.3|. Procedure: The title compound was prepared from 2-[1-(3-nitrophenyl)ethylamino]-4-[benzimidazol-1-yl]-6-chloropyrimidine and furan-3-boronic acid according to the precedure described in EXAMPLE 306, Step C and using [1,1′-bis(diphenylphosphino)ferrocene]-dichloropalladium(H) as catalyst. Mass spectrum (CH3CN/TFA/NH4O2CH/ESI) 427.0 (M+1). Reaction conditions: time 10 minute. Reaction SMILES: [Br:1][C:2]1[CH:3]=[C:4]([CH:7]=[CH:8][CH:9]=1)[CH:5]=[O:6].C[Si]([C:14]#[N:15])(C)C.C(N(CC)C(C)C)(C)C.[H-].[Al+3].[Li+].[H-].[H-].[H-]>C1COCC1>[NH2:15][CH2:14][CH:5]([C:4]1[CH:7]=[CH:8][CH:9]=[C:2]([Br:1])[CH:3]=1)[OH:6] |f:3.4.5.6.7.8|. Reported procedure: To a cooled solution of 3-bromobenzaldehyde (1.58 mL) in THF (15 mL) were added trimethylsilyl cyanide (1.7 mL) and N,N-diisopropylethylamine (0.23 mL). The mixture was stirred at room temperature for 2d and at reflux for 2 h. The solution was allowed to cool to room temperature and then was slowly added to a cooled suspension of lithium aluminium hydride (769 mg) in THF (10 mL). The mixture was stirred at 0° C. for 10 min, the cooling bath was removed, and the mixture was heated at reflux for 3... Run in C1CCOC1 (THF), C1CCOC1 (THF). The reactants are BrC=1C=C(C=O)C=CC1 (3-bromobenzaldehyde), C[Si](C)(C)C#N (trimethylsilyl cyanide), C(C)(C)N(C(C)C)CC (N,N-diisopropylethylamine), 2d, [H-].[Al+3].[Li+].[H-].[H-].[H-] (lithium aluminium hydride). Product: NCC(O)C1=CC(=CC=C1)Br (2-amino-1-(3-bromo-phenyl)-ethanol). Reactants: CC12C3C2CC(C1(C)CCC=C(CO)C)C3 (5-(2,3-dimethyl-tricyclo-[2.2.1.02.6]-hept-3-yl)-2-methyl-2-penten-1-ol), CN/C(=C\[N+](=O)[O-])/NCCSCC1=CC=C(O1)CN(C)C.Cl (santanol). Product: CC1=CCC(C1(C)C)CCO (campholenic alcohol). RXN SMILES: [CH3:1][C:2]12[C:7]([CH2:9]CC=C(C)CO)([CH3:8])[CH:6]3[CH2:16][CH:3]1[CH:4]2[CH2:5]3.CN/C(/NCCSCC1OC(CN(C)C)=CC=1)=C\[N+]([O-])=[O:22].Cl>>[CH3:1][C:2]1[C:7]([CH3:8])([CH3:9])[CH:6]([CH2:16][CH2:3][OH:22])[CH2:5][CH:4]=1 |f:1.2|. Procedure details: 5-(2,3-dimethyl-tricyclo-[2.2.1.02.6]-hept-3-yl)-2-methyl-2-penten-1-ol, or santanol. The reactants are [C@@H]1(C[C@H](O)[C@@H](CO)O1)N1C(=O)NC(=O)C(C)=C1 (Thymidine), CNC1=C2NC=NC2=NC=N1 (6-Methylaminopurine), F[C@H]1[C@@H](O[C@@H]([C@H]1O)CO)N1C(=O)NC(=O)C=C1 (1-(2-deoxy-2-fluoro-β-D-ribofuranosyl)uracil), purine nucleoside, [N-]=[N+]=[N-].[K+] (potassium azide), [N-]=[N+]=[N-].[K+] (potassium azide). The solvent is P(=O)([O-])([O-])[O-].[K+].[K+].[K+] (potassium phosphate), P(=O)([O-])([O-])[O-].[K+].[K+].[K+] (potassium phosphate). Reaction conditions: temperature 37 celsius. The product is F[C@H]1[C@@H](O[C@@H]([C@H]1O)CO)N1C2=NC=NC(=C2N=C1)NC (9-(2-Deoxy-2-fluoro-β-D-ribofuranosyl)-6-methylamino-9H-purine). Reaction SMILES: [CH3:1][NH:2][C:3]1[N:11]=[CH:10][N:9]=[C:8]2[C:4]=1[NH:5][CH:6]=[N:7]2.[F:12][C@@H:13]1[C@H:17]([OH:18])[C@@H:16]([CH2:19][OH:20])[O:15][C@H:14]1N1C=CC(=O)NC1=O.[N-]=[N+]=[N-].[K+].[C@@H]1(N2C=C(C)C(=O)NC2=O)O[C@H](CO)[C@@H](O)C1>P([O-])([O-])([O-])=O.[K+].[K+].[K+]>[F:12][C@@H:13]1[C@H:17]([OH:18])[C@@H:16]([CH2:19][OH:20])[O:15][C@H:14]1[N:7]1[CH:6]=[N:5][C:4]2[C:8]1=[N:9][CH:10]=[N:11][C:3]=2[NH:2][CH3:1] |f:2.3,5.6.7.8|. Reported procedure: 6-Methylaminopurine (Sigma Chemical Company, 0.8 g, 5.4 mmoles) and 1-(2-deoxy-2-fluoro-β-D-ribofuranosyl)uracil (0.39 g, 1.6 mmoles) which may be prepared according to J. F. Codington et al. (J. Org. Chem. 29:558, 1964) were suspended in 20 ml of 10 mM potassium phosphate buffer, pH 7.0, which contained 0.04% (w/v) potassium azide. Thymidine phosphorylase (2,400 I.U.) and purine nucleoside phosphorylase (3,900 I.U.) (T. A. Krenitsky et al., Biochemistry 20:3615, 1981 and U.S. Pat. No. 4,381,344... The reactants are COC(C1=C(C=C(C=C1)I)O)=O (Methyl-2-hydroxy-4-iodo-benzoate), [Li+].[BH4-] (LiBH4). Solvent: C1CCOC1 (THF). Yields the product OC1=C(CO)C=CC(=C1)I (2-Hydroxy-4-iodo-benzylalcohol). Reaction SMILES: C[O:2][C:3](=O)[C:4]1[CH:9]=[CH:8][C:7]([I:10])=[CH:6][C:5]=1[OH:11].[Li+].[BH4-]>C1COCC1>[OH:11][C:5]1[CH:6]=[C:7]([I:10])[CH:8]=[CH:9][C:4]=1[CH2:3][OH:2] |f:1.2|. Reported procedure: Methyl-2-hydroxy-4-iodo-benzoate from Step 2 (17.8 g, 64 mmol) was dissolved in THF. LiBH4 (3.07 g, 144 mmol) was added portionwise. The reaction mixture was heated at 50° for 16 hours. The reaction mixture was quenched carefully with 1N HCl and then extracted with EtOAc (3×). The organic layers were combined, washed with brine, dried (MgSO4) filtered and concentrated to yield the title compound as a white solid. As a reaction SMILES: [Br:19][CH2:20][CH2:21][CH:22]([CH3:23])[Br:24].[C:25](=[O:26])([O-:27])[O-:28].[CH3:32][S:33](=[O:34])[CH3:35].[ClH:31].[F:1][C:2]([CH2:3][CH:4]([C:5]#[N:6])[C:7]#[N:8])([C:9]([C:10]([CH:11]([F:12])[F:13])([F:14])[F:15])([F:16])[F:17])[F:18].[K+:29].[K+:30]>>[F:1][C:2]([CH2:3][C:4]([C:5]#[N:6])([C:7]#[N:8])[CH2:20][CH2:21][CH:22]([CH3:23])[Br:24])([C:9]([C:10]([CH:11]([F:12])[F:13])([F:14])[F:15])([F:16])[F:17])[F:18]. Product: CC(Br)CCC(C#N)(C#N)CC(F)(F)C(F)(F)C(F)(F)C(F)F. The reactants are CC(Br)CCBr, O=C([O-])[O-], CS(C)=O, Cl, N#CC(C#N)CC(F)(F)C(F)(F)C(F)(F)C(F)F, [K+], [K+].